Dataset: the Open Reaction Database (ORD), a public repository of structured organic reaction records. Task: describe an organic reaction: reactants, conditions, products, and yield The product is CC(C)(C(=O)Nc1cc(C2CC(OC(=O)NCC3CC3)C2)[nH]n1)c1ccccn1. The reactants are CC(C)(C)OC(=O)n1nc(NC(=O)C(C)(C)c2ccccn2)cc1C1CC(OC(=O)NCC2CC2)C1, CC(C)(C)OC(=O)n1nc(C2CC(OC(=O)NCC3CC3)C2)cc1NC(=O)C(C)(C)c1ccccn1, CCOC(C)=O, ClCCl, O=C(O)C(F)(F)F. As a reaction SMILES: [C:1]([O:2][C:3](=[O:4])[n:8]1[n:9][c:10]([NH:25][C:26]([C:27]([CH3:28])([c:29]2[n:30][cH:31][cH:32][cH:33][cH:34]2)[CH3:35])=[O:36])[cH:11][c:12]1[CH:13]1[CH2:14][CH:15]([O:17][C:18]([NH:19][CH2:20][CH:21]2[CH2:22][CH2:23]2)=[O:24])[CH2:16]1)([CH3:5])([CH3:6])[CH3:7].[C:37]([O:38][C:39]([n:40]1[c:41]([NH:42][C:43](=[O:44])[C:45]([CH3:46])([c:47]2[cH:48][cH:49][cH:50][cH:51][n:52]2)[CH3:53])[cH:54][c:55]([CH:56]2[CH2:57][CH:58]([O:59][C:60](=[O:61])[NH:62][CH2:63][CH:64]3[CH2:65][CH2:66]3)[CH2:67]2)[n:68]1)=[O:69])([CH3:70])([CH3:71])[CH3:72].[CH3:83][CH2:84][O:85][C:86]([CH3:87])=[O:88].[Cl:73][CH2:74][Cl:75].[F:76][C:77]([F:78])([F:79])[C:80]([OH:81])=[O:82]>>[nH:8]1[n:9][c:10]([NH:25][C:26]([C:27]([CH3:28])([c:29]2[n:30][cH:31][cH:32][cH:33][cH:34]2)[CH3:35])=[O:36])[cH:11][c:12]1[CH:13]1[CH2:14][CH:15]([O:17][C:18]([NH:19][CH2:20][CH:21]2[CH2:22][CH2:23]2)=[O:24])[CH2:16]1. The reactants are CC(CC(/C=C/C(=O)OC)=O)C ((E)-methyl 6-methyl-4-oxo-2-heptenoate), [Cl-].[NH4+] (ammonium chloride), C1(=CC=C(C=C1)S(=O)(=O)C[N+]#[C-])C ((para-toluenesulfonyl)methyl isocyanide), [H-].[Na+] (sodium hydride), oil. Solvent: C(C)OCC (diethyl ether), CS(=O)C (dimethyl sulfoxide), C(C)OCC (diethyl ether). The product is CC(CC(=O)C=1C(=CNC1)C(=O)OC)C (Methyl 4-(3-methyl-1-oxobutyl)-1H-pyrrole-3-carboxylate). Yield: 26.8%. As a reaction SMILES: [CH3:1][CH:2]([CH3:12])[CH2:3][C:4](=[O:11])/[CH:5]=[CH:6]/[C:7]([O:9][CH3:10])=[O:8].C1(C)C=CC(S([CH2:22][N+:23]#[C-:24])(=O)=O)=CC=1.[H-].[Na+].[Cl-].[NH4+]>C(OCC)C.CS(C)=O>[CH3:1][CH:2]([CH3:12])[CH2:3][C:4]([C:5]1[C:6]([C:7]([O:9][CH3:10])=[O:8])=[CH:22][NH:23][CH:24]=1)=[O:11] |f:2.3,4.5|. Procedure: A solution of (E)-methyl 6-methyl-4-oxo-2-heptenoate (10 g) prepared as described in a) above and (para-toluenesulfonyl)methyl isocyanide (11.5 g) in a mixture of dry dimethyl sulfoxide (30 ml) and diethyl ether (30 ml) was added over one hour to sodium hydride (2.75 g of a 60% oil dispersion, 0.068 mol) stirred in dry diethyl ether (90 ml) under nitrogen. After a further hour saturated ammonium chloride solution was added and the mixture was extracted with ethyl acetate, which was washed well w...